describe an organic reaction: reactants, conditions, products, and yield From a dataset of the Open Reaction Database (ORD), a public repository of structured organic reaction records. Reactants: CCOC(=O)N1C(=O)C2(c3ccc(Cl)cc31)C(c1cccc(Cl)c1)CC(=O)NC2c1c(C)cccc1C, CO, [Na+], [OH-]. The product is Cc1cccc(C)c1C1NC(=O)CC(c2cccc(Cl)c2)C12C(=O)Nc1cc(Cl)ccc12. RXN SMILES: [CH2:1]([O:2][C:3](=[O:4])[N:6]1[C:7](=[O:37])[C:8]2([c:9]3[cH:10][cH:11][c:12]([Cl:15])[cH:13][c:14]31)[CH:16]([c:29]1[c:30]([CH3:36])[cH:31][cH:32][cH:33][c:34]1[CH3:35])[NH:17][C:18](=[O:28])[CH2:19][CH:20]2[c:21]1[cH:22][c:23]([Cl:27])[cH:24][cH:25][cH:26]1)[CH3:5].[CH3:40][OH:41].[Na+:39].[OH-:38]>>[NH:6]1[C:7](=[O:37])[C:8]2([c:9]3[cH:10][cH:11][c:12]([Cl:15])[cH:13][c:14]31)[CH:16]([c:29]1[c:30]([CH3:36])[cH:31][cH:32][cH:33][c:34]1[CH3:35])[NH:17][C:18](=[O:28])[CH2:19][CH:20]2[c:21]1[cH:22][c:23]([Cl:27])[cH:24][cH:25][cH:26]1.